From a dataset of the Open Reaction Database (ORD), a public repository of structured organic reaction records. describe an organic reaction: reactants, conditions, products, and yield Reactants: O=c1c(Br)cc(-c2ccccn2)cn1-c1ccccc1, NC12CC3CC(CC(C3)C1)C2, CN(C)C=O, [Cl-], [H-], [NH4+], [Na+], O. Yields the product O=c1c(NC23CC4CC(CC(C4)C2)C3)cc(-c2ccccn2)cn1-c1ccccc1. Reaction SMILES: [Br:1][c:2]1[c:3](=[O:20])[n:4](-[c:14]2[cH:15][cH:16][cH:17][cH:18][cH:19]2)[cH:5][c:6](-[c:8]2[n:9][cH:10][cH:11][cH:12][cH:13]2)[cH:7]1.[C:21]12([NH2:31])[CH2:22][CH:23]3[CH2:24][CH:25]([CH2:26][CH:27]([CH2:28]1)[CH2:29]3)[CH2:30]2.[CH3:36][N:37]([CH3:38])[CH:39]=[O:40].[Cl-:34].[H-:32].[NH4+:35].[Na+:33].[OH2:41]>>[c:2]1([NH:31][C:21]23[CH2:22][CH:23]4[CH2:24][CH:25]([CH2:26][CH:27]([CH2:28]2)[CH2:29]4)[CH2:30]3)[c:3](=[O:20])[n:4](-[c:14]2[cH:15][cH:16][cH:17][cH:18][cH:19]2)[cH:5][c:6](-[c:8]2[n:9][cH:10][cH:11][cH:12][cH:13]2)[cH:7]1. Reactants: [Si](C)(C)(C(C)(C)C)OCC=1C(=C(C=CC1)N1CCNCC1)F (1-[3-({[tert-Butyl(dimethyl)silyl]oxy}methyl)-2-fluorophenyl]piperazine), Cl.ClC1=NC=NC=C1 (4-chloro-pyrimidine hydrochloride), TEA. Run in CC(C)O (IPA). Conditions: temperature 60 celsius, time 8 hour. Yields the product [Si](C)(C)(C(C)(C)C)OCC=1C(=C(C=CC1)N1CCN(CC1)C1=NC=NC=C1)F (4-{4-[3-({[tert-butyl(dimethyl)silyl]oxy}methyl)-2-fluorophenyl]piperazin-1-yl}pyrimidine). Isolated yield 97.8%. Reaction SMILES: [Si:1]([O:8][CH2:9][C:10]1[C:11]([F:22])=[C:12]([N:16]2[CH2:21][CH2:20][NH:19][CH2:18][CH2:17]2)[CH:13]=[CH:14][CH:15]=1)([C:4]([CH3:7])([CH3:6])[CH3:5])([CH3:3])[CH3:2].Cl.Cl[C:25]1[CH:30]=[CH:29][N:28]=[CH:27][N:26]=1>CC(O)C>[Si:1]([O:8][CH2:9][C:10]1[C:11]([F:22])=[C:12]([N:16]2[CH2:21][CH2:20][N:19]([C:25]3[CH:30]=[CH:29][N:28]=[CH:27][N:26]=3)[CH2:18][CH2:17]2)[CH:13]=[CH:14][CH:15]=1)([C:4]([CH3:7])([CH3:5])[CH3:6])([CH3:3])[CH3:2] |f:1.2|. Procedure: 1-[3-({[tert-Butyl(dimethyl)silyl]oxy}methyl)-2-fluorophenyl]piperazine (355 mg) was mixed with IPA (4.5 ml), and 4-chloro-pyrimidine hydrochloride (150 mg) and TEA (302 mg) were added thereto, followed by stirring at 60° C. overnight. The reaction mixture was cooled to room temperature and then concentrated under reduced pressure, and the residue was purified by silica gel column chromatography (MeOH/CHCl3) to obtain 4-{4-[3-({[tert-butyl(dimethyl)silyl]oxy}methyl)-2-fluorophenyl]piperazin-1-yl... Reactants: O (water), C(C)(C)(C)OC(=O)N[C@@H]1CC[C@H](CC1)N(C=1C(=C(C=C(C1)C1=CC=C(C=C1)O)C(=O)OC)C)CC (methyl 5-(((trans)-4-((tert-butoxycarbonyl)amino)cyclohexyl)(ethyl)amino)-4′-hydroxy-4-methyl-[1,1′-biphenyl]-3-carboxylate), BrCCOC (1-bromo-2-methoxyethane), C(=O)([O-])[O-].[Cs+].[Cs+] (Cs2CO3). Solvent: C(C)#N (acetonitrile). Reaction conditions: temperature 80 celsius, time 12 hour. The product is C(C)(C)(C)OC(=O)N[C@@H]1CC[C@H](CC1)N(C=1C(=C(C=C(C1)C1=CC=C(C=C1)OCCOC)C(=O)OC)C)CC (methyl 5-(((trans)-4-((tert-butoxycarbonyl)amino)cyclohexyl) (ethyl)amino)-4′-(2-methoxyethoxy)-4-methyl-[1,1′-biphenyl]-3-carboxylate). Yield: 89.5%. As a reaction SMILES: [C:1]([O:5][C:6]([NH:8][C@H:9]1[CH2:14][CH2:13][C@H:12]([N:15]([CH2:34][CH3:35])[C:16]2[C:17]([CH3:33])=[C:18]([C:29]([O:31][CH3:32])=[O:30])[CH:19]=[C:20]([C:22]3[CH:27]=[CH:26][C:25]([OH:28])=[CH:24][CH:23]=3)[CH:21]=2)[CH2:11][CH2:10]1)=[O:7])([CH3:4])([CH3:3])[CH3:2].Br[CH2:37][CH2:38][O:39][CH3:40].C([O-])([O-])=O.[Cs+].[Cs+].O>C(#N)C>[C:1]([O:5][C:6]([NH:8][C@H:9]1[CH2:14][CH2:13][C@H:12]([N:15]([CH2:34][CH3:35])[C:16]2[C:17]([CH3:33])=[C:18]([C:29]([O:31][CH3:32])=[O:30])[CH:19]=[C:20]([C:22]3[CH:23]=[CH:24][C:25]([O:28][CH2:37][CH2:38][O:39][CH3:40])=[CH:26][CH:27]=3)[CH:21]=2)[CH2:11][CH2:10]1)=[O:7])([CH3:4])([CH3:3])[CH3:2] |f:2.3.4|. Procedure: To a stirred solution of methyl 5-(((trans)-4-((tert-butoxycarbonyl)amino)cyclohexyl)(ethyl)amino)-4′-hydroxy-4-methyl-[1,1′-biphenyl]-3-carboxylate (0.6 g, 1.24 mmol) and 1-bromo-2-methoxyethane (0.519 g, 3.73 mmol) in acetonitrile (6 mL), Cs2CO3 (0.485 g, 1.49 mmol) was added and reaction was stirred at 80° C. for 12 h. On completion, water was added to it and extracted with ethyl acetate. The combined organic layers were dried over anhydrous sodium sulfate and concentrated under reduced press... The reactants are OC(c1ccc(CBr)cc1)(C(F)(F)F)C(F)(F)F, O=C([O-])[O-], CC#N, ClCCl, [K+], [K+], CC(C)(C)OC(=O)N1CCN(C(=O)c2ccc(N)cc2)CC1, O=C(O)C(F)(F)F. The product is Nc1ccc(C(=O)N2CCN(Cc3ccc(C(O)(C(F)(F)F)C(F)(F)F)cc3)CC2)cc1. As a reaction SMILES: [Br:30][CH2:31][c:32]1[cH:33][cH:34][c:35]([C:38]([C:39]([F:40])([F:41])[F:42])([C:43]([F:44])([F:45])[F:46])[OH:47])[cH:36][cH:37]1.[C:48](=[O:49])([O-:50])[O-:51].[CH3:57][C:58]#[N:59].[Cl:54][CH2:55][Cl:56].[K+:52].[K+:53].[NH2:1][c:2]1[cH:3][cH:4][c:5]([C:6](=[O:7])[N:8]2[CH2:9][CH2:10][N:11]([C:14]([O:15][C:16]([CH3:17])([CH3:18])[CH3:19])=[O:20])[CH2:12][CH2:13]2)[cH:21][cH:22]1.[OH:23][C:24]([C:25]([F:26])([F:27])[F:28])=[O:29]>>[NH2:1][c:2]1[cH:3][cH:4][c:5]([C:6](=[O:7])[N:8]2[CH2:9][CH2:10][N:11]([CH2:14][c:32]3[cH:33][cH:34][c:35]([C:38]([C:39]([F:40])([F:41])[F:42])([C:43]([F:44])([F:45])[F:46])[OH:47])[cH:36][cH:37]3)[CH2:12][CH2:13]2)[cH:21][cH:22]1. As a reaction SMILES: C[S-].[Na+].Br[C:5]1[CH:6]=[C:7]([C:16]2[C:17]([CH3:23])=[N:18][C:19]([CH3:22])=[CH:20][CH:21]=2)[CH:8]=[C:9]2[C:14]=1NC(=O)C=C2.[CH3:24][N:25]1[CH2:29][CH2:28][CH2:27][C:26]1=[O:30]>CO.C(Cl)(Cl)Cl.O>[CH3:29][CH:28]1[C:9]2[C:24](=[C:5]([CH3:14])[CH:6]=[C:7]([C:16]3[C:17]([CH3:23])=[N:18][C:19]([CH3:22])=[CH:20][CH:21]=3)[CH:8]=2)[NH:25][C:26](=[O:30])[CH2:27]1 |f:0.1|. The solvent is CO (methanol), C(Cl)(Cl)Cl (chloroform), O (water). Reported procedure: A solution of sodium methanethiolate (15 cm3 of a 2.0M solution in methanol) was added at room temperature to a solution of 8-bromo-6-[2,6-dimethylpyrid-3-yl]-2-(1H)-quinolone (0.50 g) and cuprous iodide (0.15 g) in N-methyl-2-pyrollidone (12 cm3). After heating at 160° for 48 hours the cooled mixture was diluted with chloroform (100 cm3) and water (50 cm3). The separated aqueous phase was further extracted with chloroform (3×50 cm3), and the combined and dried (MgSO4) chloroform extracts were e... The product is CC1CC(NC2=C(C=C(C=C12)C=1C(=NC(=CC1)C)C)C)=O (4,8-Dimethyl-6-[2,6-dimethylpyrid-3-yl]-3,4-dihydro-2-(1H)-quinolone). Reactants: C[S-].[Na+] (sodium methanethiolate), solution, BrC=1C=C(C=C2C=CC(NC12)=O)C=1C(=NC(=CC1)C)C (8-bromo-6-[2,6-dimethylpyrid-3-yl]-2-(1H)-quinolone), cuprous iodide, CN1C(CCC1)=O (N-methyl-2-pyrollidone). The reactants are CO (methanol), C12CC(CC2CC(C1)=O)=O (bicyclo[3,3,0]octane-3,7-dione), C1=CC=CC1 (cyclopentadiene), N1CCCC1 (pyrrolidine). Yields the product C1(C=CC=C1)=C1CC2CC(CC2C1)=C1C=CC=C1 (3,7-biscyclopentadienylidenebicyclo[3,3,0]octane). As a reaction SMILES: [CH:1]12[CH2:8][C:7](=O)[CH2:6][CH:5]1[CH2:4][C:3](=O)[CH2:2]2.[CH:11]1[CH2:15][CH:14]=[CH:13][CH:12]=1.N1[CH2:20][CH2:19][CH2:18][CH2:17]1.[CH3:21]O>>[C:12]1(=[C:3]2[CH2:4][CH:5]3[CH:1]([CH2:8][C:7](=[C:17]4[CH:21]=[CH:20][CH:19]=[CH:18]4)[CH2:6]3)[CH2:2]2)[CH:11]=[CH:15][CH:14]=[CH:13]1. Procedure: In a 300-cm3 four-necked flask in which the atmosphere was replaced with nitrogen, 4.9 g of bicyclo[3,3,0]octane-3,7-dione and 12 g of cyclopentadiene were dissolved in 100 cm3 of methanol. 12 cm3 of pyrrolidine was added dropwise to the solution at 0° C. over 30 minutes, and the produced solid was collected by filtration, washed with methanol, and then dried to obtain 5.3 g of yellow 3,7-biscyclopentadienylidenebicyclo[3,3,0]octane. Reactants: FC=1C=CC(=C(CCl)C1)C(F)(F)F (5-fluoro-2-trifluoromethylbenzyl chloride), C1(CC1)CCNC(=O)C=1N=NC(=CC1)N1CCNCC1 (6-piperazin-1-yl-pyridazine-3-carboxylic acid (2-cyclopropylethyl)amide). The product is C1(CC1)CCNC(=O)C=1N=NC(=CC1)N1CCN(CC1)CC1=C(C=CC(=C1)F)C(F)(F)F (6-[4-(5-FLUORO-2-TRIFLUOROMETHYLBENZYL)PIPERAZIN-1-YL]PYRIDAZINE-3-CARBOXYLIC ACID (2-CYCLOPROPYLETHYL)AMIDE), solid. The yield is 40.0%. As a reaction SMILES: [F:1][C:2]1[CH:3]=[CH:4][C:5]([C:10]([F:13])([F:12])[F:11])=[C:6]([CH:9]=1)[CH2:7]Cl.[CH:14]1([CH2:17][CH2:18][NH:19][C:20]([C:22]2[N:23]=[N:24][C:25]([N:28]3[CH2:33][CH2:32][NH:31][CH2:30][CH2:29]3)=[CH:26][CH:27]=2)=[O:21])[CH2:16][CH2:15]1>>[CH:14]1([CH2:17][CH2:18][NH:19][C:20]([C:22]2[N:23]=[N:24][C:25]([N:28]3[CH2:33][CH2:32][N:31]([CH2:7][C:6]4[CH:9]=[C:2]([F:1])[CH:3]=[CH:4][C:5]=4[C:10]([F:13])([F:12])[F:11])[CH2:30][CH2:29]3)=[CH:26][CH:27]=2)=[O:21])[CH2:16][CH2:15]1. Reported procedure: Following the procedure of Example 11, making variations only as required to use 5-fluoro-2-trifluoromethylbenzyl chloride in place of 2-trifluoromethylbenzyl chloride to react with 6-piperazin-1-yl-pyridazine-3-carboxylic acid (2-cyclopropylethyl)amide, the title compound was obtained as a white solid (40% yield). 1H NMR (300 MHz, CDCl3) δ 7.95-8.01, 7.57-7.68, 7.04, 6.95, 3.79, 3.71, 3.56, 2.64, 1.51, 0.68-0.82, 0.43-0.51, 0.06-0.13. MS (ES+) m/z 452 (M+1). Starting materials: NC1=C(N=NC2=C(C(=CC=C12)F)Br)C(=O)NC1CCC1 (4-amino-8-bromo-7-fluoro-N-cyclobutyl-cinnoline-3-carboxamide), COC1=C(C=CC(=C1)OC)B(O)O (2,4-dimethoxy-phenyl boronic acid). The product is NC1=C(N=NC2=C(C(=CC=C12)F)C1=C(C=C(C=C1)OC)OC)C(=O)NC1CCC1 (4-amino-N-cyclobutyl-8-(2,4-dimethoxyphenyl)-7-fluoro-cinnoline-3-carboxamide). The yield is 65.0%. Reaction SMILES: [NH2:1][C:2]1[C:11]2[C:6](=[C:7](Br)[C:8]([F:12])=[CH:9][CH:10]=2)[N:5]=[N:4][C:3]=1[C:14]([NH:16][CH:17]1[CH2:20][CH2:19][CH2:18]1)=[O:15].[CH3:21][O:22][C:23]1[CH:28]=[C:27]([O:29][CH3:30])[CH:26]=[CH:25][C:24]=1B(O)O>>[NH2:1][C:2]1[C:11]2[C:6](=[C:7]([C:26]3[CH:25]=[CH:24][C:23]([O:22][CH3:21])=[CH:28][C:27]=3[O:29][CH3:30])[C:8]([F:12])=[CH:9][CH:10]=2)[N:5]=[N:4][C:3]=1[C:14]([NH:16][CH:17]1[CH2:20][CH2:19][CH2:18]1)=[O:15]. Reported procedure: Using Method A, 4-amino-8-bromo-7-fluoro-N-cyclobutyl-cinnoline-3-carboxamide (175 mg) and 2,4-dimethoxy-phenyl boronic acid (205 mg) were reacted to afford the title compound (133 mg) as white solid. 1H NMR (500 MHz, DMSO-d6) δ 9.20 (d, 1H), 8.47 (m, 1H), 7.70 (m, 1H), 7.18 (m, 1H), 6.70 (m, 1H), 6.64 (m, 1H), 4.49 (m, 1H), 3.85 (s, 3H), 3.65 (s, 3H), 2.26-2.10(m, 4H), 1.72-1.62 (m, 2H). MS APCI, m/z=397 (M+H).